Task: describe an organic reaction: reactants, conditions, products, and yield. Dataset: the Open Reaction Database (ORD), a public repository of structured organic reaction records The reactants are solid, BrC1=CC(=C(C=2C=C3N(C12)CCNC3=O)F)F (6-bromo-8,9-difluoro-3,4-dihydro-2H-pyrazino[1,2-a]indol-1-one), BrC1=CC(=C(C=2C=C3N(C12)CCNC3=O)F)F (6-bromo-8,9-difluoro-3,4-dihydro-2H-pyrazino[1,2-a]indol-1-one), FC=1C=C(C=CC1F)B(O)O (3,4-difluoro-phenylboronic acid). The product is FC=1C=C(C=CC1F)C1=CC(=C(C=2C=C3N(C12)CCNC3=O)F)F (6-(3,4-Difluoro-phenyl)-8,9-difluoro-3,4-dihydro-2H-pyrazino[1,2-a]indol-1-one). RXN SMILES: Br[C:2]1[C:10]2[N:9]3[CH2:11][CH2:12][NH:13][C:14](=[O:15])[C:8]3=[CH:7][C:6]=2[C:5]([F:16])=[C:4]([F:17])[CH:3]=1.[F:18][C:19]1[CH:20]=[C:21](B(O)O)[CH:22]=[CH:23][C:24]=1[F:25]>>[F:18][C:19]1[CH:20]=[C:21]([C:2]2[C:10]3[N:9]4[CH2:11][CH2:12][NH:13][C:14](=[O:15])[C:8]4=[CH:7][C:6]=3[C:5]([F:16])=[C:4]([F:17])[CH:3]=2)[CH:22]=[CH:23][C:24]=1[F:25]. Reported procedure: The title compound, white solid (72 mg, 86%), MS (ISP) m/z=335.3 [(M+H)+], mp 317.5° C., was prepared in accordance with the general method of example 1 from 6-bromo-8,9-difluoro-3,4-dihydro-2H-pyrazino[1,2-a]indol-1-one (intermediate 4) (75.3 mg, 0.25 mmol) and commercially available 3,4-difluoro-phenylboronic acid (51.3 mg, 0.325 mmol). Starting materials: BrB(Br)Br, COc1cc(C)c(C=O)cc1C, ClCCl. Yields the product Cc1cc(C=O)c(C)cc1O. As a reaction SMILES: [B:13]([Br:14])([Br:15])[Br:16].[CH3:1][c:2]1[c:3]([CH:4]=[O:5])[cH:6][c:7]([CH3:12])[c:8]([O:10][CH3:11])[cH:9]1.[Cl:17][CH2:18][Cl:19]>>[CH3:1][c:2]1[c:3]([CH:4]=[O:5])[cH:6][c:7]([CH3:12])[c:8]([OH:10])[cH:9]1. Reactants: C[SiH](C)C(C)(C)C, CCOC(=O)CC(O)C(CC)NC(=O)OCc1ccccc1, O=S(=O)(O)C(F)(F)F, C1CCOC1, O, Cc1cccc(C)n1. The product is CCOC(=O)CC(O[Si](C)(C)C(C)(C)C)C(CC)NC(=O)OCc1ccccc1. As a reaction SMILES: [C:39]([CH3:40])([CH3:41])([CH3:42])[SiH:43]([CH3:44])[CH3:45].[CH2:1]([c:2]1[cH:3][cH:4][cH:5][cH:6][cH:7]1)[O:8][C:9](=[O:10])[NH:11][CH:12]([CH:13]([CH2:14][C:15](=[O:16])[O:17][CH2:18][CH3:19])[OH:20])[CH2:21][CH3:22].[F:31][C:32]([F:33])([F:34])[S:35]([OH:36])(=[O:37])=[O:38].[O:47]1[CH2:48][CH2:49][CH2:50][CH2:51]1.[OH2:46].[n:23]1[c:24]([CH3:25])[cH:26][cH:27][cH:28][c:29]1[CH3:30]>>[CH2:1]([c:2]1[cH:3][cH:4][cH:5][cH:6][cH:7]1)[O:8][C:9](=[O:10])[NH:11][CH:12]([CH:13]([CH2:14][C:15](=[O:16])[O:17][CH2:18][CH3:19])[O:20][Si:43]([C:39]([CH3:40])([CH3:41])[CH3:42])([CH3:44])[CH3:45])[CH2:21][CH3:22]. The reactants are N1(CCCC1)C1=C(C=CC=C1)O (2-pyrrolidinophenol), ClC=1C=CC(=C(C1)N(C(OC(C)(C)C)=O)C)[N+](=O)[O-] (t-butyl N-(5-chloro-2-nitrophenyl)-N-methylcarbamate), [H-].[Na+] (sodium hydride). Run in CN(C=O)C (N,N-dimethylformamide). The product is [N+](=O)([O-])C1=C(C=C(C=C1)OC1=C(C=CC=C1)N1CCCC1)N(C(OC(C)(C)C)=O)C (t-butyl N-[2-nitro-5-(2-pyrrolidinophenoxy)phenyl]-N-methylcarbamate). As a reaction SMILES: [N:1]1([C:6]2[CH:11]=[CH:10][CH:9]=[CH:8][C:7]=2[OH:12])[CH2:5][CH2:4][CH2:3][CH2:2]1.Cl[C:14]1[CH:15]=[CH:16][C:17]([N+:29]([O-:31])=[O:30])=[C:18]([N:20]([CH3:28])[C:21](=[O:27])[O:22][C:23]([CH3:26])([CH3:25])[CH3:24])[CH:19]=1.[H-].[Na+]>CN(C)C=O>[N+:29]([C:17]1[CH:16]=[CH:15][C:14]([O:12][C:7]2[CH:8]=[CH:9][CH:10]=[CH:11][C:6]=2[N:1]2[CH2:2][CH2:3][CH2:4][CH2:5]2)=[CH:19][C:18]=1[N:20]([CH3:28])[C:21](=[O:27])[O:22][C:23]([CH3:24])([CH3:25])[CH3:26])([O-:31])=[O:30] |f:2.3|. Procedure details: In a similar manner to that described in Reference Example 27, a reaction was carried out using 2-pyrrolidinophenol (1.88 g), t-butyl N-(5-chloro-2-nitrophenyl)-N-methylcarbamate (3.34 g), sodium hydride (55 wt. %, 0.52 g) and anhydrous N,N-dimethylformamide (22 ml) and the reaction mixture was purified to afford t-butyl N-[2-nitro-5-(2-pyrrolidinophenoxy)phenyl]-N-methylcarbamate, of which Rf value was 0.25 in thin layer chromatography on a silica gel plate using c-hexane/ethyl acetate=10/1. In... The reactants are C1CCOC1, Cn1nccc1C(=O)O, [Cl-], Nc1cccc(C(=O)c2ccc3c(c2)NC(=O)C3)c1, O=S(Cl)Cl. The product is Cn1nccc1C(=O)Nc1cccc(C(=O)c2ccc3c(c2)NC(=O)C3)c1. As a reaction SMILES: [CH2:34]1[O:35][CH2:36][CH2:37][CH2:38]1.[CH3:1][n:2]1[n:3][cH:4][cH:5][c:6]1[C:7](=[O:8])[OH:9].[Cl-:33].[NH2:14][c:15]1[cH:16][c:17]([C:18](=[O:19])[c:20]2[cH:21][cH:22][c:23]3[c:27]([cH:28]2)[NH:26][C:25](=[O:29])[CH2:24]3)[cH:30][cH:31][cH:32]1.[S:10]([Cl:11])([Cl:12])=[O:13]>>[CH3:1][n:2]1[n:3][cH:4][cH:5][c:6]1[C:7](=[O:9])[NH:14][c:15]1[cH:16][c:17]([C:18](=[O:19])[c:20]2[cH:21][cH:22][c:23]3[c:27]([cH:28]2)[NH:26][C:25](=[O:29])[CH2:24]3)[cH:30][cH:31][cH:32]1. Reactants: CCOC(=O)CC(=O)Nc1ncc(-c2ccccc2)s1, C1CCOC1, CO, [Li+], [OH-], O, O. Yields the product O=C(O)CC(=O)Nc1ncc(-c2ccccc2)s1. Reaction SMILES: [CH2:1]([CH3:2])[O:3][C:4]([CH2:5][C:6](=[O:7])[NH:8][c:9]1[s:10][c:11](-[c:14]2[cH:15][cH:16][cH:17][cH:18][cH:19]2)[cH:12][n:13]1)=[O:20].[CH2:23]1[O:24][CH2:25][CH2:26][CH2:27]1.[CH3:21][OH:22].[Li+:29].[OH-:28].[OH2:30].[OH2:31]>>[O:3]=[C:4]([CH2:5][C:6](=[O:7])[NH:8][c:9]1[s:10][c:11](-[c:14]2[cH:15][cH:16][cH:17][cH:18][cH:19]2)[cH:12][n:13]1)[OH:20].